From a dataset of the Open Reaction Database (ORD), a public repository of structured organic reaction records. describe an organic reaction: reactants, conditions, products, and yield Yields the product C(C)[C@@H]1CC[C@H](CC1)COC1=CC=C(C(=O)O)C=C1 (4-(trans-4-ethylcyclohexylmethoxy)benzoic acid). Reaction SMILES: [OH-].[K+].[OH:3][C:4]1[CH:13]=[CH:12][C:7]([C:8]([O:10]C)=[O:9])=[CH:6][CH:5]=1.[CH2:14]([C@H:16]1[CH2:21][CH2:20][C@H:19]([CH2:22]Br)[CH2:18][CH2:17]1)[CH3:15].[OH-].[Na+].Cl>O>[CH2:14]([C@H:16]1[CH2:21][CH2:20][C@H:19]([CH2:22][O:3][C:4]2[CH:13]=[CH:12][C:7]([C:8]([OH:10])=[O:9])=[CH:6][CH:5]=2)[CH2:18][CH2:17]1)[CH3:15] |f:0.1,4.5|. Run in O (water), O (water). Reported procedure: A solution of potassium hydroxide (56.1 g) dissolved in 30 ml of water, and methyl 4-hydroxybenzoate (152 g) were suspended in 1500 ml of ethyleneglycolmonoethylether. To this mixture was dropped trans-4-ethylcyclohexylmethylbromide (200 g), and then the mixture formed was stirred under reflux for 4 hours. After cooling to room temperature, a solution of sodium hydroxide (80 g) dissolved in water (400 ml) was added with stirring and was refluxed for 2 hours. After the reaction was completed, the... The yield is 57.5%. Reactants: [OH-].[Na+] (sodium hydroxide), [OH-].[K+] (potassium hydroxide), OC1=CC=C(C(=O)OC)C=C1 (methyl 4-hydroxybenzoate), C(C)[C@@H]1CC[C@H](CC1)CBr (trans-4-ethylcyclohexylmethylbromide), Cl (hydrochloric acid). The reactants are C1(CC1)N (cyclopropylamine), C(C)(C)(C)OC(=O)N1C(CCCC1)CCOC1=C(C(NC2=CC(=C(C=C12)N)Cl)=O)C1=CC(=CC=C1)Br (2-{2-[6-amino-3-(3-bromophenyl)-7-chloro-2-oxo-1,2-dihydroquinolin-4-yloxy]-1-ethyl}-piperidine-1-carboxylic acid tert-butyl ester), N1=CC=CC=C1 (pyridine), ClC(Cl)(OC(OC(Cl)(Cl)Cl)=O)Cl (triphosgene). Run in C(C)(=O)OCC (ethyl acetate). Conditions: temperature 0 celsius, time 1 hour. Yields the product C(C)(C)(C)OC(=O)N1C(CCCC1)CCOC1=C(C(NC2=CC(=C(C=C12)NC(=O)NC1CC1)Cl)=O)C1=CC(=CC=C1)Br (2-{2-[3-(3-bromophenyl)-7-chloro-6-(3-cyclopropyl-ureido)-2-oxo-1,2-dihydroquinolin-4-yloxy]-ethyl}-piperidine-1-carboxylic acid tert-butyl ester). RXN SMILES: [C:1]([O:5][C:6]([N:8]1[CH2:13][CH2:12][CH2:11][CH2:10][CH:9]1[CH2:14][CH2:15][O:16][C:17]1[C:26]2[C:21](=[CH:22][C:23]([Cl:28])=[C:24]([NH2:27])[CH:25]=2)[NH:20][C:19](=[O:29])[C:18]=1[C:30]1[CH:35]=[CH:34][CH:33]=[C:32]([Br:36])[CH:31]=1)=[O:7])([CH3:4])([CH3:3])[CH3:2].[N:37]1[CH:42]=C[CH:40]=[CH:39][CH:38]=1.ClC(Cl)([O:46]C(=O)OC(Cl)(Cl)Cl)Cl.C1(N)CC1>C(OCC)(=O)C>[C:1]([O:5][C:6]([N:8]1[CH2:13][CH2:12][CH2:11][CH2:10][CH:9]1[CH2:14][CH2:15][O:16][C:17]1[C:26]2[C:21](=[CH:22][C:23]([Cl:28])=[C:24]([NH:27][C:42]([NH:37][CH:38]3[CH2:40][CH2:39]3)=[O:46])[CH:25]=2)[NH:20][C:19](=[O:29])[C:18]=1[C:30]1[CH:35]=[CH:34][CH:33]=[C:32]([Br:36])[CH:31]=1)=[O:7])([CH3:4])([CH3:2])[CH3:3]. Reported procedure: To a solution of 2-{2-[6-amino-3-(3-bromophenyl)-7-chloro-2-oxo-1,2-dihydroquinolin-4-yloxy]-1-ethyl}-piperidine-1-carboxylic acid tert-butyl ester (20 mg in 1.0 mL methylene chloride) at 0° C. was added 0.009 mL pyridine followed by 4 mg triphosgene and the mixture allowed to stir at 0° C. for 1 hour. At this time 0.012 mL of cyclopropylamine was added via syringe and the reaction mixture warmed to room temperature. After 2 hours, the mixture was diluted with 20 mL ethyl acetate and washed with... Starting materials: C(C)OC(=O)[C@H]1[C@@H]2CC([C@]([C@H]12)(C(=O)OCC1=CC=CC=C1)N=[N+]=[N-])=O ((1S,2R,5R,6S)-2-Azido-3-oxo-bicyclo[3.1.0]hexane-2,6-dicarboxylic acid 2-benzyl ester 6-ethyl ester), C(C)(=S)O (thioacetic acid). Yields the product C(C)OC(=O)[C@H]1[C@@H]2CC([C@]([C@H]12)(C(=O)OCC1=CC=CC=C1)NC(C)=O)=O ((1S,2R,5R,6S)-2-Acetylamino-3-oxo-bicyclo[3.1.0]hexane-2,6-dicarboxylic acid 2-benzyl ester 6-ethyl ester). The yield is 71.0%. RXN SMILES: [CH2:1]([O:3][C:4]([C@@H:6]1[C@@H:11]2[C@H:7]1[CH2:8][C:9](=[O:25])[C@@:10]2([N:22]=[N+]=[N-])[C:12]([O:14][CH2:15][C:16]1[CH:21]=[CH:20][CH:19]=[CH:18][CH:17]=1)=[O:13])=[O:5])[CH3:2].[C:26]([OH:29])(=S)[CH3:27]>>[CH2:1]([O:3][C:4]([C@@H:6]1[C@@H:11]2[C@H:7]1[CH2:8][C:9](=[O:25])[C@@:10]2([NH:22][C:26](=[O:29])[CH3:27])[C:12]([O:14][CH2:15][C:16]1[CH:21]=[CH:20][CH:19]=[CH:18][CH:17]=1)=[O:13])=[O:5])[CH3:2]. Reported procedure: A solution of (1S,2R,5R,6S)-2-Azido-3-oxo-bicyclo[3.1.0]hexane-2,6-dicarboxylic acid 2-benzyl ester 6-ethyl ester (IX) (974 mg, 2.84 mmol) in thioacetic acid (6.5 mL) was stirred at 70° C. for 2 d. The reaction mixture was concentrated in vacuum and subjected to silica gel column chromatography with hexane/ethyl acetate 3:2->1:1 to yield (1S,2R,5R,6S)-2-acetylamino-3-oxo-bicyclo [3.1.0]hexane-2,6-dicarboxylic acid 2-benzyl ester 6-ethyl ester (XVI) (726 mg, 71%) as a pink oil. 1H-NMR (250 MHz, C... Starting materials: C(C1=CN=CC=C1)(=O)NC1=CNC2=NC=C(C(=C21)N2CCN(CC2)C(CCNC(OC(C)(C)C)=O)=O)C2=CC=CC=C2 (tert-Butyl 3-(4-(3-(nicotinamido)-5-phenyl-1H-pyrrolo[2,3-b]pyridin-4-yl)piperazin-1-yl)-3-oxopropylcarbamate), trihydrochloride, C(=O)(C(F)(F)F)O (TFA). Run in C(Cl)Cl (DCM). Reaction conditions: time 1 hour. Yields the product NCCC(=O)N1CCN(CC1)C1=C2C(=NC=C1C1=CC=CC=C1)NC=C2NC(C2=CN=CC=C2)=O (N-(4-(4-(3-aminopropanoyl)piperazin-1-yl)-5-phenyl-1H-pyrrolo[2,3-b]pyridin-3-yl)nicotinamide). Isolated yield 48.7%. RXN SMILES: [C:1]([NH:9][C:10]1[C:18]2[C:13](=[N:14][CH:15]=[C:16]([C:37]3[CH:42]=[CH:41][CH:40]=[CH:39][CH:38]=3)[C:17]=2[N:19]2[CH2:24][CH2:23][N:22]([C:25](=[O:36])[CH2:26][CH2:27][NH:28]C(=O)OC(C)(C)C)[CH2:21][CH2:20]2)[NH:12][CH:11]=1)(=[O:8])[C:2]1[CH:7]=[CH:6][CH:5]=[N:4][CH:3]=1.C(O)(C(F)(F)F)=O>C(Cl)Cl>[NH2:28][CH2:27][CH2:26][C:25]([N:22]1[CH2:23][CH2:24][N:19]([C:17]2[C:16]([C:37]3[CH:38]=[CH:39][CH:40]=[CH:41][CH:42]=3)=[CH:15][N:14]=[C:13]3[NH:12][CH:11]=[C:10]([NH:9][C:1](=[O:8])[C:2]4[CH:7]=[CH:6][CH:5]=[N:4][CH:3]=4)[C:18]=23)[CH2:20][CH2:21]1)=[O:36]. Procedure details: tert-Butyl 3-(4-(3-(nicotinamido)-5-phenyl-1H-pyrrolo[2,3-b]pyridin-4-yl)piperazin-1-yl)-3-oxopropylcarbamate (0.020 g, 0.035 mmol) was placed in DCM (3 mL) at room temperature. TFA (0.5 mL) was then added, and the reaction was stirred at room temperature for 1 hour. The reaction was then concentrated to dryness, dissolved in minimal DCM, and added to a stirring solution of 1M HCl in ether. The resulting solid product was filtered, washed with ether and dried to give the product N-(4-(4-(3-amino...